This data is from the Open Reaction Database (ORD), a public repository of structured organic reaction records. The task is: describe an organic reaction: reactants, conditions, products, and yield The reactants are CC=C(C)C, [O-][Cl+][O-], CCCOC1CN(c2nc(C=O)c(C(=O)OCC)s2)CCC1NC(=O)c1nc(Cl)c(CC)[nH]1, [Na+], [Na+], O=P([O-])(O)O. The product is CCCOC1CN(c2nc(C(=O)O)c(C(=O)OCC)s2)CCC1NC(=O)c1nc(Cl)c(CC)[nH]1. Reaction SMILES: [CH3:44][C:45](=[CH:46][CH3:47])[CH3:48].[Cl+:34]([O-:35])[O-:36].[Cl:1][c:2]1[n:3][c:4]([C:9](=[O:10])[NH:11][CH:12]2[CH:13]([O:30][CH2:31][CH2:32][CH3:33])[CH2:14][N:15]([c:18]3[s:19][c:20]([C:25](=[O:26])[O:27][CH2:28][CH3:29])[c:21]([CH:23]=[O:24])[n:22]3)[CH2:16][CH2:17]2)[nH:5][c:6]1[CH2:7][CH3:8].[Na+:37].[Na+:38].[OH:39][P:40](=[O:41])([O-:42])[OH:43]>>[Cl:1][c:2]1[n:3][c:4]([C:9](=[O:10])[NH:11][CH:12]2[CH:13]([O:30][CH2:31][CH2:32][CH3:33])[CH2:14][N:15]([c:18]3[s:19][c:20]([C:25](=[O:26])[O:27][CH2:28][CH3:29])[c:21]([C:23](=[O:24])[OH:35])[n:22]3)[CH2:16][CH2:17]2)[nH:5][c:6]1[CH2:7][CH3:8]. Yields the product Cl.O1CCNCCOC2=C1C=CC(=C2)NS(=O)(=O)C (N-(3,4,5,6-tetrahydro-2H-1,7,4-benzodioxazonin-9-yl)methanesulfonamide hydrochloride). RXN SMILES: N.CC1C=CC(S([N:12]2[CH2:20][CH2:19][O:18][C:17]3[CH:21]=[CH:22][C:23]([NH:25][S:26]([CH3:29])(=[O:28])=[O:27])=[CH:24][C:16]=3[O:15][CH2:14][CH2:13]2)(=O)=O)=CC=1.[Na].[Cl-:31].[NH4+]>C(OCC)(=O)C.CO>[ClH:31].[O:18]1[C:17]2[CH:21]=[CH:22][C:23]([NH:25][S:26]([CH3:29])(=[O:28])=[O:27])=[CH:24][C:16]=2[O:15][CH2:14][CH2:13][NH:12][CH2:20][CH2:19]1 |f:3.4,7.8,^1:29|. Reactants: N (ammonia), CC1=CC=C(C=C1)S(=O)(=O)N1CCOC2=C(OCC1)C=CC(=C2)NS(=O)(=O)C (4-[(4-methylphenyl)sulfonyl]-9-[(methylsulfonyl)amino]-3,4,5,6-tetrahydro-2H-1,7,4-benzodioxazonine), [Na] (sodium), [Cl-].[NH4+] (ammonium chloride). Run in CO (CH3OH), C(C)(=O)OCC (ethyl acetate). Procedure: To ammonia (50 mL) and CH3OH (9 mL) at -78° C. add 4-[(4-methylphenyl)sulfonyl]-9-[(methylsulfonyl)amino]-3,4,5,6-tetrahydro-2H-1,7,4-benzodioxazonine (8.5 g, 20 mmol) and sodium spheres (4.5 g, 0.20 mol). Monitor the progress of the reaction by thin-layer chromatography. Upon completion add ammonium chloride (11 g) and allow the reaction to warm to room temperature. Slurry the residue in ethyl acetate and remove the solid material by suction filtration through celite. Remove the solvent in vacu... Reactants: FC(C=C1CCC2(OCCO2)CC1)(F)F (8-(2,2,2-trifluoroethylidene)-1,4-dioxaspiro[4.5]decane), [H][H] (hydrogen). Reagents/catalysts: [Pd] (palladium on carbon). Run in C(C)O (ethanol). Run at time 4 hour. The product is FC(CC1CCC(CC1)=O)(F)F (4-(2,2,2-trifluoroethyl)cyclohexanone). RXN SMILES: [F:1][C:2]([F:15])([F:14])[CH:3]=[C:4]1[CH2:13][CH2:12][C:7]2(OCC[O:8]2)[CH2:6][CH2:5]1.[H][H]>C(O)C.[Pd]>[F:1][C:2]([F:14])([F:15])[CH2:3][CH:4]1[CH2:5][CH2:6][C:7](=[O:8])[CH2:12][CH2:13]1. Reported procedure: At atmospheric pressure, 22.0 g of 8-(2,2,2-trifluoroethylidene)-1,4-dioxaspiro[4.5]decane in 250 ml of ethanol were hydrogenated in the presence of palladium on carbon as catalyst until no further uptake of hydrogen was visible. The catalyst was subsequently filtered off and the filtrate was concentrated. The residue was taken up in 170 ml of formic acid and stirred at 20° C. to 25° C. for 4 h. The reaction solution was poured into water, adjusted to pH 8 with potassium carbonate and extracted ...